Dataset: the Open Reaction Database (ORD), a public repository of structured organic reaction records. Task: describe an organic reaction: reactants, conditions, products, and yield Starting materials: CCOC(=O)c1oc2cccc(O)c2c1C, CI, CC(C)=O, Cl, [K+], [K+], O=C([O-])[O-], O. Product: CCOC(=O)c1oc2cccc(OC)c2c1C. Reaction SMILES: [CH3:1][c:2]1[c:3]([C:12](=[O:13])[O:14][CH2:15][CH3:16])[o:4][c:5]2[c:6]1[c:7]([OH:11])[cH:8][cH:9][cH:10]2.[CH3:23][I:24].[CH3:26][C:27](=[O:28])[CH3:29].[ClH:25].[K+:17].[K+:18].[O-:19][C:20]([O-:21])=[O:22].[OH2:30]>>[CH3:1][c:2]1[c:3]([C:12](=[O:13])[O:14][CH2:15][CH3:16])[o:4][c:5]2[c:6]1[c:7]([O:11][CH3:20])[cH:8][cH:9][cH:10]2. Starting materials: C(C)N1N=CC(=C1C)NC(OC(C)(C)C)=O (tert-butyl (1-ethyl-5-methyl-1H-pyrazol-4-yl)carbamate), [Li]CCCC (n-BuLi), CN1CCCC1=O (NMP), C[C@]1(C[C@]2(CO2)CCC1)CN1C=NC2=C1C=C(C=C2)C#N (1-{[(3S,5S)-5-methyl-1-oxaspiro[2.5]oct-5-yl]methyl}-1H-benzimidazole-6-carbonitrile). The solvent is C1CCOC1 (THF), O (Water). Conditions: time 20 minute. Product: C(C)N1N=CC(=C1C)N1C(O[C@]2(C1)C[C@@](CCC2)(C)CN2C=NC1=C2C=C(C=C1)C#N)=O (1-(((5S,7S)-3-(1-ethyl-5-methyl-1H-pyrazol-4-yl)-7-methyl-2-oxo-1-oxa-3-azaspiro[4.5]decan-7-yl)methyl)-1H-benzo[d]imidazole-6-carbonitrile). Isolated yield 38.9%. Reaction SMILES: [CH2:1]([N:3]1[C:7]([CH3:8])=[C:6]([NH:9][C:10](=[O:16])[O:11][C:12]([CH3:15])([CH3:14])[CH3:13])[CH:5]=[N:4]1)[CH3:2].[Li]CCCC.[CH3:22][C@:23]1([CH2:31][N:32]2[C:36]3[CH:37]=[C:38]([C:41]#[N:42])[CH:39]=[CH:40][C:35]=3[N:34]=[CH:33]2)CCC[C@:25]2(OC2)[CH2:24]1.CN1C(=O)CCC1>C1COCC1.O>[CH2:1]([N:3]1[C:7]([CH3:8])=[C:6]([N:9]2[CH2:13][C@@:12]3([CH2:15][CH2:25][CH2:24][C@@:23]([CH2:31][N:32]4[C:36]5[CH:37]=[C:38]([C:41]#[N:42])[CH:39]=[CH:40][C:35]=5[N:34]=[CH:33]4)([CH3:22])[CH2:14]3)[O:11][C:10]2=[O:16])[CH:5]=[N:4]1)[CH3:2]. Reported procedure: A solution of 1-ethyl-5-methyl-1H-pyrazol-4-amine, 2 hydrochloride (0.5 g, 2.52 mmol), Boc2O (0.703 ml, 3.03 mmol), TEA (1.055 mL, 7.57 mmol) and DMAP (10 mg, 0.082 mmol) in DCM (18.74 mL) was stirred at RT for 16 h. The mixture was then extracted with DCM, dried over Na2SO4 and filtered. The filtrate was concentrated and purified via silica gel chromatography (ISCO, 40 g column; 0-5% MeOH/DCM) to give tert-butyl (1-ethyl-5-methyl-1H-pyrazol-4-yl)carbamate as brown oil (300 mg, 52.8% yield). To ...